From a dataset of the Open Reaction Database (ORD), a public repository of structured organic reaction records. describe an organic reaction: reactants, conditions, products, and yield Starting materials: Cl (HCl), NCCCCCCOC1=CC=C(CNC2=NC(=NC(=N2)OCC(F)(F)F)NC2=CC=C(C(=O)NC(C(=O)OC)C3CNCCC3)C=C2)C=C1 (methyl 2-(4-(4-(4-(6-aminohexyloxy)benzylamino)-6-(2,2,2-trifluoroethoxy)-1,3,5-triazin-2-ylamino)benzamido)-2-(piperidin-3-yl)acetate), C(=O)([O-])[O-].[K+].[K+] (K2CO3), O (water). The solvent is CC(=O)C (acetone). Conditions: temperature 85 celsius. Product: NCCCCCCOC1=CC=C(CNC2=NC(=NC(=N2)OCC(F)(F)F)NC2=CC=C(C(=O)NC(C(=O)O)C3CNCCC3)C=C2)C=C1 (2-(4-(4-(4-(6-aminohexyloxy)benzylamino)-6-(2,2,2-trifluoroethoxy)-1,3,5-triazin-2-ylamino)benzamido)-2-(piperidin-3-yl)acetic acid). Isolated yield 81.7%. RXN SMILES: [NH2:1][CH2:2][CH2:3][CH2:4][CH2:5][CH2:6][CH2:7][O:8][C:9]1[CH:49]=[CH:48][C:12]([CH2:13][NH:14][C:15]2[N:20]=[C:19]([O:21][CH2:22][C:23]([F:26])([F:25])[F:24])[N:18]=[C:17]([NH:27][C:28]3[CH:47]=[CH:46][C:31]([C:32]([NH:34][CH:35]([CH:40]4[CH2:45][CH2:44][CH2:43][NH:42][CH2:41]4)[C:36]([O:38]C)=[O:37])=[O:33])=[CH:30][CH:29]=3)[N:16]=2)=[CH:11][CH:10]=1.C([O-])([O-])=O.[K+].[K+].O.Cl>CC(C)=O>[NH2:1][CH2:2][CH2:3][CH2:4][CH2:5][CH2:6][CH2:7][O:8][C:9]1[CH:10]=[CH:11][C:12]([CH2:13][NH:14][C:15]2[N:20]=[C:19]([O:21][CH2:22][C:23]([F:26])([F:25])[F:24])[N:18]=[C:17]([NH:27][C:28]3[CH:29]=[CH:30][C:31]([C:32]([NH:34][CH:35]([CH:40]4[CH2:45][CH2:44][CH2:43][NH:42][CH2:41]4)[C:36]([OH:38])=[O:37])=[O:33])=[CH:46][CH:47]=3)[N:16]=2)=[CH:48][CH:49]=1 |f:1.2.3|. Procedure: A mixture of methyl 2-(4-(4-(4-(6-aminohexyloxy)benzylamino)-6-(2,2,2-trifluoroethoxy)-1,3,5-triazin-2-ylamino)benzamido)-2-(piperidin-3-yl)acetate (50 mg) and K2CO3 (50.2 mg) in acetone (2 mL)/water (2 mL) was heated at 85° C. for 4 hours. After cooling to room temperature, the mixture was acidified with 1N HCl to pH=3. All the solvents were removed under vacuum. The residue was purified by preparative HPLC to give 2-(4-(4-(4-(6-aminohexyloxy)benzylamino)-6-(2,2,2-trifluoroethoxy)-1,3,5-triazin... Reactants: [Br-].NN1C=N[NH+](C1)CC1=CC(=CC(=C1)C(C)(C#N)C)C(C)(C)C#N (4-Amino-1-[3,5-bis-(1-cyano-1-methylethyl)benzyl]-1H-[1,2,4]triazolium bromide), N(=O)[O-].[Na+] (sodium nitrite), layer, Cl (HCl), C1CCCCC1 (cyclohexane). The solvent is O (water). Conditions: temperature -5 celsius, time 3 hour. Yields the product CC(C)(C#N)C=1C=C(C=C(C1)C(C)(C)C#N)CN2C=NC=N2 (Anastrozole). The yield is 83.8%. Reaction SMILES: [Br-].N[N:3]1[CH2:7][NH+:6]([CH2:8][C:9]2[CH:14]=[C:13]([C:15]([CH3:19])([C:17]#[N:18])[CH3:16])[CH:12]=[C:11]([C:20]([C:23]#[N:24])([CH3:22])[CH3:21])[CH:10]=2)[N:5]=[CH:4]1.Cl.N([O-])=O.[Na+].C1CCCCC1>O>[CH3:22][C:20]([C:11]1[CH:10]=[C:9]([CH2:8][N:6]2[N:5]=[CH:4][N:3]=[CH:7]2)[CH:14]=[C:13]([C:15]([C:17]#[N:18])([CH3:16])[CH3:19])[CH:12]=1)([C:23]#[N:24])[CH3:21] |f:0.1,3.4|. Procedure details: 4-Amino-1-[3,5-bis-(1-cyano-1-methylethyl)benzyl]-1H-[1,2,4]triazolium bromide (5) (70 g) was dissolved in cone. HCl (280 mL) in a 5 L R.B. flask and cooled to −5° C. A solution of sodium nitrite (15 g) in water (70 mL) was slowly added to the reaction mixture at 0-5° C. in 4 hrs and the reaction mixture was stirred for one hour at 0-5° C. and further at 10-20° C. for next 3 hours. The reaction mixture was quenched by the addition of a solution of urea (4.5 g) in water (15 mL). Toluene (700 mL) ... Starting materials: C(CCC)[Li] (n-butyllithium), C(CCC)[Li] (n-butyllithium), CCCCCC (hexane), CC1=C(C=CC=C1)NC(C(C)(C)C)=O (N-[(2-methyl)phenyl]-2,2-dimethylpropanamide), C(C1=CC=CC=C1)=CN (N-benzylidenemethylamine), ice. Run in CCOCC (ether), C1CCOC1 (THF). Reaction conditions: time 45 minute. The product is CNC(CC1=C(C=CC=C1)NC(C(C)(C)C)=O)C1=CC=CC=C1 (N-[2-(2-methylamino-2-phenylethyl)phenyl]-2,2-dimethylpropanamide). Isolated yield 78.0%. RXN SMILES: [CH3:1][C:2]1[CH:7]=[CH:6][CH:5]=[CH:4][C:3]=1[NH:8][C:9](=[O:14])[C:10]([CH3:13])([CH3:12])[CH3:11].[CH2:15]([Li])[CH2:16][CH2:17][CH3:18].[CH3:20][CH2:21][CH2:22]CCC.C(=[CH:33][NH2:34])C1C=CC=CC=1>C1COCC1.CCOCC>[CH3:33][NH:34][CH:15]([C:16]1[CH:22]=[CH:21][CH:20]=[CH:18][CH:17]=1)[CH2:1][C:2]1[CH:7]=[CH:6][CH:5]=[CH:4][C:3]=1[NH:8][C:9](=[O:14])[C:10]([CH3:11])([CH3:13])[CH3:12]. Procedure: A stirred solution of N-[(2-methyl)phenyl]-2,2-dimethylpropanamide (95.6 g, 0.5 mol) in THF (500 ml, dried over 4 Å molecular sieves) was cooled to 0° C. and treated with 1.6M n-butyllithium in hexane (630 ml, 1.0 mol). The addition of n-butyllithium was complete after 45 minutes. During the addition, the temperature of the mixture was maintained below 10° C. with external cooling. The resultant dianion solution was aged (about 1-2 hrs) at 0° C. until the homogeneous orange solution became a whi... Starting materials: CCCCCN1C(=O)C(CCC(=O)OCC)(C2Cc3ccccc3CN2C(=O)OC(C)(C)C)c2c(N=C=O)cccc21, CCOC(C)=O, Cl. Yields the product Cl, CCCCCN1C(=O)C(CCC(=O)OCC)(C2Cc3ccccc3CN2)c2c(N=C=O)cccc21. RXN SMILES: [C:2]([O:3][C:4](=[O:5])[N:9]1[CH2:10][c:11]2[cH:12][cH:13][cH:14][cH:15][c:16]2[CH2:17][CH:18]1[C:19]1([CH2:37][CH2:38][C:39](=[O:40])[O:41][CH2:42][CH3:43])[C:20](=[O:36])[N:21]([CH2:31][CH2:32][CH2:33][CH2:34][CH3:35])[c:22]2[cH:23][cH:24][cH:25][c:26]([N:28]=[C:29]=[O:30])[c:27]21)([CH3:6])([CH3:7])[CH3:8].[CH3:44][CH2:45][O:46][C:47](=[O:48])[CH3:49].[ClH:1]>>[ClH:1].[NH:9]1[CH2:10][c:11]2[cH:12][cH:13][cH:14][cH:15][c:16]2[CH2:17][CH:18]1[C:19]1([CH2:37][CH2:38][C:39](=[O:40])[O:41][CH2:42][CH3:43])[C:20](=[O:36])[N:21]([CH2:31][CH2:32][CH2:33][CH2:34][CH3:35])[c:22]2[cH:23][cH:24][cH:25][c:26]([N:28]=[C:29]=[O:30])[c:27]21. The reactants are C(C)(C)(C)OC(NC1=CC(=CC=C1)NCC1=CC=CC=C1)=O ((3-benzylamino-phenyl)-carbamic acid tert-butyl ester), C1(=CC=CC=C1)S(=O)(=O)Cl (benzenesulphonyl chloride), N1=CC=CC=C1 (pyridine). Solvent: ClCCl (dichloromethane). Yields the product C(C)(C)(C)OC(NC1=CC(=CC=C1)N(CC1=CC=CC=C1)S(=O)(=O)C1=CC=CC=C1)=O ([3-(Benzenesulfonyl-benzyl-amino)-phenyl]-carbamic acid tert-butyl ester). The yield is 57.8%. Reaction SMILES: [C:1]([O:5][C:6](=[O:22])[NH:7][C:8]1[CH:13]=[CH:12][CH:11]=[C:10]([NH:14][CH2:15][C:16]2[CH:21]=[CH:20][CH:19]=[CH:18][CH:17]=2)[CH:9]=1)([CH3:4])([CH3:3])[CH3:2].[C:23]1([S:29](Cl)(=[O:31])=[O:30])[CH:28]=[CH:27][CH:26]=[CH:25][CH:24]=1.N1C=CC=CC=1>ClCCl>[C:1]([O:5][C:6](=[O:22])[NH:7][C:8]1[CH:13]=[CH:12][CH:11]=[C:10]([N:14]([S:29]([C:23]2[CH:28]=[CH:27][CH:26]=[CH:25][CH:24]=2)(=[O:31])=[O:30])[CH2:15][C:16]2[CH:17]=[CH:18][CH:19]=[CH:20][CH:21]=2)[CH:9]=1)([CH3:4])([CH3:2])[CH3:3]. Reported procedure: A solution of (3-benzylamino-phenyl)-carbamic acid tert-butyl ester (1.27 g, 4.3 mmol), benzenesulphonyl chloride (1.79 ml, 14 mmol) and pyridine (1.24 ml, 15.3 mmol) in dry dichloromethane (30 ml) were heated to reflux for 15 hrs. The reaction mixture was cooled to room temperature and quenched with water and extracted with dichloromethane (3×75 ml). The combined organics were dried (magnesium sulphate), concentrated in vacuo and the crude residue purified by flash column chromatography (SiO2) ... The reactants are CC(=O)O[BH-](OC(C)=O)OC(C)=O, CC(=O)O, COC(OC)OC, CN(C)C=O, Cl, N#CC1(c2ccccc2)CCNCC1. Yields the product CN1CCC(C#N)(c2ccccc2)CC1. RXN SMILES: [C:15]([O:16][BH-:17]([O:18][C:19](=[O:20])[CH3:21])[O:22][C:23](=[O:24])[CH3:25])(=[O:26])[CH3:27].[CH3:28][C:29](=[O:30])[OH:31].[CH3:32][O:33][CH:34]([O:35][CH3:36])[O:37][CH3:38].[CH3:39][N:40]([CH3:41])[CH:42]=[O:43].[ClH:44].[c:1]1([C:7]2([C:13]#[N:14])[CH2:8][CH2:9][NH:10][CH2:11][CH2:12]2)[cH:2][cH:3][cH:4][cH:5][cH:6]1>>[c:1]1([C:7]2([C:13]#[N:14])[CH2:8][CH2:9][N:10]([CH3:15])[CH2:11][CH2:12]2)[cH:2][cH:3][cH:4][cH:5][cH:6]1.